This data is from the Open Reaction Database (ORD), a public repository of structured organic reaction records. The task is: describe an organic reaction: reactants, conditions, products, and yield Yields the product C(C)(C)(C)O\N=C(\C1=C(N=CC=C1)C(C1=C(C=CC(=C1)Br)O)=O)/OCC (ethyl(Z)-2-(5-bromo-2-hydroxybenzoyl)nicotinate O-t-butyloxime). Run at time 2 hour. Reactants: C(C)(C)(C)O\N=C(\C1=C(N=CC=C1)C(C1=C(C=CC(=C1)Br)O)=O)/O ((Z)-2-(5-bromo-2-hydroxybenzoyl)nicotinic acid O-t-butyloxime), CN(C)C=O (DMF), C(C(=O)Cl)(=O)Cl (oxalyl chloride). The solvent is C1CCOC1 (THF). Reported procedure: To a solution of (Z)-2-(5-bromo-2-hydroxybenzoyl)nicotinic acid O-t-butyloxime (540 mg) and DMF (0.02 ml) in THF (6 ml) was added, at room temperature, oxalyl chloride (0.33 ml). The mixture was stirred for 2 hours at the same temperature and then concentrated, which was dissolved in THF (2 ml). To the solution was added ethanol (8 ml) at room temperature. The mixture was stirred for 1.5 hour at the same temperature and concentrated. To the concentrate was added water, followed by extraction wit... Reaction SMILES: [C:1]([O:5]/[N:6]=[C:7](\[OH:24])/[C:8]1[CH:13]=[CH:12][CH:11]=[N:10][C:9]=1[C:14](=[O:23])[C:15]1[CH:20]=[C:19]([Br:21])[CH:18]=[CH:17][C:16]=1[OH:22])([CH3:4])([CH3:3])[CH3:2].CN(C=O)C.[C:30](Cl)(=O)[C:31](Cl)=O>C1COCC1>[C:1]([O:5]/[N:6]=[C:7](\[O:24][CH2:30][CH3:31])/[C:8]1[CH:13]=[CH:12][CH:11]=[N:10][C:9]=1[C:14](=[O:23])[C:15]1[CH:20]=[C:19]([Br:21])[CH:18]=[CH:17][C:16]=1[OH:22])([CH3:4])([CH3:2])[CH3:3]. Solvent: ClCCCl (DCE), ClCCCl (DCE). Procedure details: A solution of methyl 3-chloro-1H-pyrrole-2-carboxylate (0.100 g, 0.627 mmol) in DCE (3 mL) was added to a suspension of SnCl2 (0.238 g, 1.25 mmol) and methyl 3-chloro-1H-pyrrole-2-carboxylate (0.100 g, 0.627 mmol) in DCE (3 mL) at 0° C. The reaction was stirred for 10 min. at 0° C. then warmed to room temp over 2 hours. The reaction mixture was poured into water and EtOAc. The organic layer was separated, washed with 1N sodium hydroxide, dried over MgSO4, filtered and evaporated to a residue. Pu... Product: C(C)(=O)C=1C(=C(NC1)C(=O)OC)Cl (Methyl 4-acetyl-3-chloro-1H-pyrrole-2-carboxylate). Reaction SMILES: [Cl:1][C:2]1[CH:6]=[CH:5][NH:4][C:3]=1[C:7]([O:9][CH3:10])=[O:8].Cl[Sn]Cl.O.[CH3:15][CH2:16][O:17]C(C)=O>ClCCCl>[C:16]([C:6]1[C:2]([Cl:1])=[C:3]([C:7]([O:9][CH3:10])=[O:8])[NH:4][CH:5]=1)(=[O:17])[CH3:15]. The reactants are O (water), CCOC(=O)C (EtOAc), ClC1=C(NC=C1)C(=O)OC (methyl 3-chloro-1H-pyrrole-2-carboxylate), Cl[Sn]Cl (SnCl2), ClC1=C(NC=C1)C(=O)OC (methyl 3-chloro-1H-pyrrole-2-carboxylate). The yield is 26.0%. Reaction conditions: temperature 0 celsius, time 10 minute.